Dataset: the Open Reaction Database (ORD), a public repository of structured organic reaction records. Task: describe an organic reaction: reactants, conditions, products, and yield Reactants: C(C)OC(=O)C=1C=NC2=C(C=CC=C2C1Cl)[N+](=O)[O-] (8-nitro-4-chloro-quinoline-3-carboxylic acid ethyl ester), ClC1=C(CN)C=CC=C1 (2-chloro-benzylamine). The product is C(C)OC(=O)C=1C=NC2=C(C=CC=C2C1NCC1=C(C=CC=C1)Cl)N (8-Amino-4-(2-chloro-benzylamino)-quinoline-3-carboxylic acid ethyl ester). The yield is 83.0%. RXN SMILES: [CH2:1]([O:3][C:4]([C:6]1[CH:7]=[N:8][C:9]2[C:14]([C:15]=1Cl)=[CH:13][CH:12]=[CH:11][C:10]=2[N+:17]([O-])=O)=[O:5])[CH3:2].[Cl:20][C:21]1[CH:28]=[CH:27][CH:26]=[CH:25][C:22]=1[CH2:23][NH2:24]>>[CH2:1]([O:3][C:4]([C:6]1[CH:7]=[N:8][C:9]2[C:14]([C:15]=1[NH:24][CH2:23][C:22]1[CH:25]=[CH:26][CH:27]=[CH:28][C:21]=1[Cl:20])=[CH:13][CH:12]=[CH:11][C:10]=2[NH2:17])=[O:5])[CH3:2]. Procedure details: The compound prepared in Example 3 was reacted with 2-chloro-benzylamine according to the method as described in Example 4 and the obtained compound was treated as described in Example 14 to prepare the title compound (yield 83%). Reactants: C(CC(C)CCCC(C)CCCC(C)CCCC(C)C)Br (Phytanyl bromide), C1(C=2C(C(N1)=O)=CC=CC2)=O.[K] (potassium phthalimide). Run in CN(C)C=O (DMF). Product: C(CC(C)CCCC(C)CCCC(C)CCCC(C)C)N1C(C=2C(C1=O)=CC=CC2)=O (N-phytanyl phthalimide). As a reaction SMILES: [CH2:1](Br)[CH2:2][CH:3]([CH2:5][CH2:6][CH2:7][CH:8]([CH2:10][CH2:11][CH2:12][CH:13]([CH2:15][CH2:16][CH2:17][CH:18]([CH3:20])[CH3:19])[CH3:14])[CH3:9])[CH3:4].[C:22]1(=[O:32])[NH:26][C:25](=[O:27])[C:24]2=[CH:28][CH:29]=[CH:30][CH:31]=[C:23]12.[K]>CN(C=O)C>[CH2:1]([N:26]1[C:25](=[O:27])[C:24]2=[CH:28][CH:29]=[CH:30][CH:31]=[C:23]2[C:22]1=[O:32])[CH2:2][CH:3]([CH2:5][CH2:6][CH2:7][CH:8]([CH2:10][CH2:11][CH2:12][CH:13]([CH2:15][CH2:16][CH2:17][CH:18]([CH3:20])[CH3:19])[CH3:14])[CH3:9])[CH3:4] |f:1.2,^1:32|. Procedure: Phytanyl bromide (12.34 g), potassium phthalimide (6.95 g) and DMF (50 ml) were heated at 120-130° C. for 4 hours. Most of the DMF was removed under reduced pressure and the crude product was dissolved in dichloromethane (100 ml), washed with water (2×50 ml), dried (MgSO4). The light yellow crude product was chromatographed on flash silica (dichloromethane/hexane as eluant) to yield pure N-phytanyl phthalimide in 11.89 g (80.9%) 1H-n.m.r. (CDCl3) δ0.82-1.8 (m, 39H), 3.73 (t, 2H, CH2N), 7.73 (m, ... RXN SMILES: [C:1]([CH3:2])([CH3:3])([CH3:4])[NH:5][C:6](=[O:7])[c:8]1[s:9][c:10](-[c:13]2[c:14]([CH3:25])[cH:15][cH:16][c:17]([C:19]([NH:20][CH:21]3[CH2:22][CH2:23]3)=[O:24])[cH:18]2)[cH:11][cH:12]1.[CH2:26]1[CH2:28][CH2:27][CH2:29][O:30]1.[CH3:41][CH2:42][O:43][C:44]([CH3:45])=[O:46].[Li:31][CH2:32][CH2:33][CH2:34][CH3:35].[O:36]=[CH:37][N:38]([CH3:39])[CH3:40]>>[C:1]([CH3:2])([CH3:3])([CH3:4])[NH:5][C:6](=[O:7])[c:8]1[s:9][c:10](-[c:13]2[c:14]([CH3:25])[cH:15][cH:16][c:17]([C:19]([NH:20][CH:21]3[CH2:22][CH2:23]3)=[O:24])[cH:18]2)[cH:11][c:12]1[CH:29]=[O:30]. The product is Cc1ccc(C(=O)NC2CC2)cc1-c1cc(C=O)c(C(=O)NC(C)(C)C)s1. Reactants: Cc1ccc(C(=O)NC2CC2)cc1-c1ccc(C(=O)NC(C)(C)C)s1, C1CCOC1, CCOC(C)=O, [Li]CCCC, CN(C)C=O. Starting materials: COC(=O)c1c(I)ccn(-c2ccccc2)c1=O, [Na+], C1COCCO1, [OH-], O. The product is O=C(O)c1c(I)ccn(-c2ccccc2)c1=O. RXN SMILES: [I:1][c:2]1[c:3]([C:15](=[O:16])[O:17][CH3:18])[c:4](=[O:14])[n:5](-[c:8]2[cH:9][cH:10][cH:11][cH:12][cH:13]2)[cH:6][cH:7]1.[Na+:21].[O:22]1[CH2:23][CH2:24][O:25][CH2:26][CH2:27]1.[OH-:20].[OH2:19]>>[I:1][c:2]1[c:3]([C:15](=[O:16])[OH:17])[c:4](=[O:14])[n:5](-[c:8]2[cH:9][cH:10][cH:11][cH:12][cH:13]2)[cH:6][cH:7]1. Starting materials: FC1=C(C=C(C=N1)B(O)O)C (6-fluoro-5-methylpyridin-3-ylboronic acid), FC(S(=O)(=O)OC1=C2C[C@@H](COC2=CC=C1)N(CC1=CC=CC=C1)CC1=CC=CC=C1)(F)F ((3S)-3-(dibenzylamino)-3,4-dihydro-2H-chromen-5-yl trifluoromethanesulfonate). Yields the product C(C1=CC=CC=C1)N([C@@H]1COC2=CC=CC(=C2C1)C=1C=NC(=C(C1)C)F)CC1=CC=CC=C1 ((3S)-N,N-dibenzyl-5-(6-fluoro-5-methylpyridin-3-yl)chroman-3-amine). Isolated yield 79.0%. Reaction SMILES: [F:1][C:2]1[N:7]=[CH:6][C:5](B(O)O)=[CH:4][C:3]=1[CH3:11].FC(F)(F)S(O[C:18]1[CH:27]=[CH:26][CH:25]=[C:24]2[C:19]=1[CH2:20][C@H:21]([N:28]([CH2:36][C:37]1[CH:42]=[CH:41][CH:40]=[CH:39][CH:38]=1)[CH2:29][C:30]1[CH:35]=[CH:34][CH:33]=[CH:32][CH:31]=1)[CH2:22][O:23]2)(=O)=O>>[CH2:36]([N:28]([CH2:29][C:30]1[CH:35]=[CH:34][CH:33]=[CH:32][CH:31]=1)[C@H:21]1[CH2:20][C:19]2[C:24](=[CH:25][CH:26]=[CH:27][C:18]=2[C:5]2[CH:6]=[N:7][C:2]([F:1])=[C:3]([CH3:11])[CH:4]=2)[O:23][CH2:22]1)[C:37]1[CH:38]=[CH:39][CH:40]=[CH:41][CH:42]=1. Procedure details: The title compound was synthesized as described for Intermediate example I-2 in 79% yield, starting from 6-fluoro-5-methylpyridin-3-ylboronic acid (1.7 equiv) and (3S)-3-(dibenzylamino)-3,4-dihydro-2H-chromen-5-yl trifluoromethanesulfonate: 1H NMR (400 MHz, CDCl3) δ ppm 7.98 (s, 1 H), 7.50 (dd, 1 H), 7.28-7.36 (m, 8 H), 7.17-7.26 (m, 2 H), 7.14 (t, 1 H), 6.84 (d, 1 H), 6.74 (d, 1 H), 4.32-4.42 (m, 1 H), 4.03 (t, 1 H), 3.65-3.76 (m, 4 H), 3.11-3.25 (m, 1 H), 2.73-2.85 (m, 1 H), 2.61 (dd, 1 H), 2.... Starting materials: C(C)(=O)N (acetamide), Cl (hydrochloric acid), crystals, Cl.C(C)OC(C(NC(NNC(C1=CC(=C(C=C1)OC(C)=O)OC(C)=O)=O)=O)C=1N=C(SC1)N)=O (2-(2-amino-1,3-thiazol-4-yl)-2-[3-(3,4-diacetoxybenzoyl)carbazoylamino]acetic acid ethyl ester.hydrochloride). Solvent: [OH-].[Na+] (sodium hydroxide). Reaction conditions: time 1.5 hour. Product: pale yellow crystals, NC=1SC=C(N1)C(C(=O)O)NC(NNC(C1=CC(=C(C=C1)O)O)=O)=O (2-(2-amino-1,3-thiazol-4-yl)-2-[3-(3,4-dihydroxybenzoyl)carbazoylamino]acetic acid). Yield: 50.2%. As a reaction SMILES: Cl.C([O:4][C:5](=[O:34])[CH:6]([C:28]1[N:29]=[C:30]([NH2:33])[S:31][CH:32]=1)[NH:7][C:8](=[O:27])[NH:9][NH:10][C:11](=[O:26])[C:12]1[CH:17]=[CH:16][C:15]([O:18]C(=O)C)=[C:14]([O:22]C(=O)C)[CH:13]=1)C.C(N)(=O)C.Cl>[OH-].[Na+]>[NH2:33][C:30]1[S:31][CH:32]=[C:28]([CH:6]([NH:7][C:8](=[O:27])[NH:9][NH:10][C:11](=[O:26])[C:12]2[CH:17]=[CH:16][C:15]([OH:18])=[C:14]([OH:22])[CH:13]=2)[C:5]([OH:34])=[O:4])[N:29]=1 |f:0.1,4.5|. Procedure: In 37 ml of 1N aqueous sodium hydroxide solution was dispersed 6.02 g of crystals of 2-(2-amino-1,3-thiazol-4-yl)-2-[3-(3,4-diacetoxybenzoyl)carbazoylamino]acetic acid ethyl ester.hydrochloride containing acetamide according to Reference example 61, and the mixture was stirred at room temperature for 1.5 hours. During stirring, crystals were dissolved completely. To this mixture was added 2N hydrochloric acid while stirring, and pH of the mixture was adjusted to 3.5. After further stirring for 1...